Dataset: the Open Reaction Database (ORD), a public repository of structured organic reaction records. Task: describe an organic reaction: reactants, conditions, products, and yield The reactants are BrC1=CC=C(C(CBr)=O)C=C1 (p-bromophenacylbromide), CN1CNC(NC1)=S (3,4,5,6-tetrahydro-5-methyl-s-triazin 2(1H) thione). Reported procedure: A solution of 6.95 grams (0.025 moles) of p-bromophenacylbromide in 60 milliliters of acetone was mixed with a solution of 3.27 grams (0.025 moles) of 3,4,5,6-tetrahydro-5-methyl-s-triazin 2(1H) thione in 450 milliliters of acetone. 6-p-Bromophenyl-6-hydroxy-3,4,6,7-tetrahydro-2H-thiazolo[3,2-a-]-s-triazine hydrobromide crystallized out as a colourless solid, m.p. 138°-140° C. (decomposition). The yield was 7.5 grams (75%). Solvent: CC(=O)C (acetone), CC(=O)C (acetone). Reaction SMILES: [Br:1][C:2]1[CH:11]=[CH:10][C:5]([C:6](=[O:9])[CH2:7]Br)=[CH:4][CH:3]=1.[CH3:12][N:13]1[CH2:18][NH:17][C:16](=[S:19])[NH:15][CH2:14]1>CC(C)=O>[Br:1][C:2]1[CH:11]=[CH:10][C:5]([C:6]2([OH:9])[N:17]3[CH2:18][N:13]([CH3:12])[CH2:14][N:15]=[C:16]3[S:19][CH2:7]2)=[CH:4][CH:3]=1. Product: BrC1=CC=C(C=C1)C1(CSC=2N1CN(CN2)C)O (6-p-Bromophenyl-6-hydroxy-3-methyl-3,4,6,7-tetrahydro-2H-thiazolo[3,2-a]-s-triazine). RXN SMILES: [CH:22]([Cl:23])([Cl:24])[Cl:25].[Cl:38][CH:39]([Cl:40])[CH3:41].[Na+:26].[Na+:36].[Na+:37].[OH:1][CH2:2][CH:3]1[CH2:4][CH:5]([n:9]2[c:10](=[O:21])[nH:11][c:12]3[c:13]2[c:14]2[c:15]([n:16][cH:17]3)[nH:18][cH:19][cH:20]2)[CH2:6][CH2:7][CH2:8]1.[OH:27][C:28](=[O:29])[O-:30].[S:31]([O-:32])([O-:33])(=[O:34])=[S:35]>>[O:1]=[CH:2][CH:3]1[CH2:4][CH:5]([n:9]2[c:10](=[O:21])[nH:11][c:12]3[c:13]2[c:14]2[c:15]([n:16][cH:17]3)[nH:18][cH:19][cH:20]2)[CH2:6][CH2:7][CH2:8]1. Reactants: ClC(Cl)Cl, CC(Cl)Cl, [Na+], [Na+], [Na+], O=c1[nH]c2cnc3[nH]ccc3c2n1C1CCCC(CO)C1, O=C([O-])O, O=S([O-])([O-])=S. Yields the product O=CC1CCCC(n2c(=O)[nH]c3cnc4[nH]ccc4c32)C1.